This data is from the Open Reaction Database (ORD), a public repository of structured organic reaction records. The task is: describe an organic reaction: reactants, conditions, products, and yield Reactants: C(Cl)Cl (DCM), CN1CCN(CC1)CC=1C=C(C=CC1)B(O)O (3-((4-Methyl-piperazin-1-yl)methyl)-phenyl boronic acid), CN1CCN(CC1)CC=1C=C(C=CC1)B(O)O (3-((4-Methyl-piperazin-1-yl)methyl)-phenyl boronic acid), C(=O)([O-])[O-].[Na+].[Na+] (Na2CO3), BrC=1C=C(C=NC1)C1=CC(=NC(=C1)NC1CC1)C1=NC(=CC=C1)C ((5″-Bromo-6-methyl-[2,2′;4′,3″]terpyridin-6′-yl)-cyclopropyl-amine). Reagents/catalysts: C1=CC=C(C=C1)P([C-]2C=CC=C2)C3=CC=CC=C3.C1=CC=C(C=C1)P([C-]2C=CC=C2)C3=CC=CC=C3.Cl[Pd]Cl.[Fe+2] ([1,1′-Bis(diphenylphosphino)-ferrocene]dichloropalladium (II)). The solvent is COCCOC (DME), CCOC(=O)C (EtOAc). Product: C1(CC1)NC1=CC(=CC(=N1)C1=NC(=CC=C1)C)C=1C=NC=C(C1)C1=CC(=CC=C1)CN1CCN(CC1)C (Cyclopropyl-{6-methyl-5″-[3-(4-methyl-piperazin-1-ylmethyl)-phenyl]-[2,2′;4′,3″]terpyridin-6′-yl}-amine). RXN SMILES: [CH3:1][N:2]1[CH2:7][CH2:6][N:5]([CH2:8][C:9]2[CH:10]=[C:11](B(O)O)[CH:12]=[CH:13][CH:14]=2)[CH2:4][CH2:3]1.C([O-])([O-])=O.[Na+].[Na+].Br[C:25]1[CH:26]=[C:27]([C:31]2[CH:36]=[C:35]([NH:37][CH:38]3[CH2:40][CH2:39]3)[N:34]=[C:33]([C:41]3[CH:46]=[CH:45][CH:44]=[C:43]([CH3:47])[N:42]=3)[CH:32]=2)[CH:28]=[N:29][CH:30]=1.C(Cl)Cl>COCCOC.CCOC(C)=O.C1C=CC(P(C2C=CC=CC=2)[C-]2C=CC=C2)=CC=1.C1C=CC(P(C2C=CC=CC=2)[C-]2C=CC=C2)=CC=1.Cl[Pd]Cl.[Fe+2]>[CH:38]1([NH:37][C:35]2[N:34]=[C:33]([C:41]3[CH:46]=[CH:45][CH:44]=[C:43]([CH3:47])[N:42]=3)[CH:32]=[C:31]([C:27]3[CH:28]=[N:29][CH:30]=[C:25]([C:11]4[CH:12]=[CH:13][CH:14]=[C:9]([CH2:8][N:5]5[CH2:6][CH2:7][N:2]([CH3:1])[CH2:3][CH2:4]5)[CH:10]=4)[CH:26]=3)[CH:36]=2)[CH2:40][CH2:39]1 |f:1.2.3,8.9.10.11|. Procedure: To a solution of 3-((4-Methyl-piperazin-1-yl)methyl)-phenyl boronic acid (Intermediate B1) (1.2 eq, 0.157 mmol, 0.037 g) and 2M Na2CO3 (2.0 eq, 0.262 mmol, 0.1 ml) in DME (1 ml) is added (5″-Bromo-6-methyl-[2,2′;4′,3″]terpyridin-6′-yl)-cyclopropyl-amine (Example 2.36; step1) (1 eq, 0.131 mmol, 0.05 g) followed by [1,1′-Bis(diphenylphosphino)-ferrocene]dichloropalladium (II), complex with DCM (0.1 eq, 0.013 mmol, 9.6 mg). The reaction mixture is heated using microwave radiation at 90° C. for 1 ho... Reactants: COC1=CC=C(C=C1)N=NC1=C(C(=CC2=CC=CC=C12)S(=O)(=O)CCCCCCCCCCCCCCCCCC)O (1-(p-methoxyphenylazo)-3-octadecanesulfonyl-2-naphthol), S(=O)([O-])S(=O)[O-].[Na+].[Na+] (sodium dithionite). Solvent: C(C)O (ethanol), O (water). The product is NC1=C(C(=CC2=CC=CC=C12)S(=O)(=O)CCCCCCCCCCCCCCCCCC)O (1-Amino-3-octadecanesulfonyl-2-naphthol). Yield: 96.3%. Reaction SMILES: COC1C=CC(N=[N:10][C:11]2[C:20]3[C:15](=[CH:16][CH:17]=[CH:18][CH:19]=3)[CH:14]=[C:13]([S:21]([CH2:24][CH2:25][CH2:26][CH2:27][CH2:28][CH2:29][CH2:30][CH2:31][CH2:32][CH2:33][CH2:34][CH2:35][CH2:36][CH2:37][CH2:38][CH2:39][CH2:40][CH3:41])(=[O:23])=[O:22])[C:12]=2[OH:42])=CC=1.S(S([O-])=O)([O-])=O.[Na+].[Na+]>C(O)C.O>[NH2:10][C:11]1[C:20]2[C:15](=[CH:16][CH:17]=[CH:18][CH:19]=2)[CH:14]=[C:13]([S:21]([CH2:24][CH2:25][CH2:26][CH2:27][CH2:28][CH2:29][CH2:30][CH2:31][CH2:32][CH2:33][CH2:34][CH2:35][CH2:36][CH2:37][CH2:38][CH2:39][CH2:40][CH3:41])(=[O:23])=[O:22])[C:12]=1[OH:42] |f:1.2.3|. Procedure details: To a suspension of 14 g (0.024 mole) 1-(p-methoxyphenylazo)-3-octadecanesulfonyl-2-naphthol in 500 ml hot ethanol was added a solution of 12 g (0.060 mole) sodium dithionite in 60 ml water. The mixture was stirred and refluxed for one hour, then cooled and filtered to give 11 g of solid, which can be recrystallized from hexane to give a solid, m.p. 84°-88° C. Starting materials: Cc1cc(C#Cc2ccccc2)c(Br)c(=O)n1Cc1cccc(F)c1, CCOC(C)=O, CCO, [H][H]. The product is Cc1cc(CCc2ccccc2)c(Br)c(=O)n1Cc1cccc(F)c1. As a reaction SMILES: [Br:1][c:2]1[c:3](=[O:25])[n:4]([CH2:17][c:18]2[cH:19][c:20]([F:24])[cH:21][cH:22][cH:23]2)[c:5]([CH3:16])[cH:6][c:7]1[C:8]#[C:9][c:10]1[cH:11][cH:12][cH:13][cH:14][cH:15]1.[CH3:28][CH2:29][O:30][C:31]([CH3:32])=[O:33].[CH3:34][CH2:35][OH:36].[H:26][H:27]>>[Br:1][c:2]1[c:3](=[O:25])[n:4]([CH2:17][c:18]2[cH:19][c:20]([F:24])[cH:21][cH:22][cH:23]2)[c:5]([CH3:16])[cH:6][c:7]1[CH2:8][CH2:9][c:10]1[cH:11][cH:12][cH:13][cH:14][cH:15]1. Reactants: N1=CC(=CC=C1)C=1C=C2C(=CN1)N(N=C2[Sn](C)(C)C)COCC[Si](C)(C)C (5-(pyridin-3-yl)-1-((2-(trimethylsilyl)ethoxy)methyl)-3-(trimethylstannyl)-1H-pyrazolo[3,4-c]pyridine), ClC1=NC=CC(=N1)Cl (2,4-dichloropyrimidine). The product is ClC1=NC=CC(=N1)C1=NN(C2=CN=C(C=C21)C=2C=NC=CC2)COCC[Si](C)(C)C (3-(2-Chloropyrimidin-4-yl)-5-(pyridin-3-yl)-1-((2-(trimethylsilyl)ethoxy)methyl)-1H-pyrazolo[3,4-c]pyridine). The yield is 50.0%. As a reaction SMILES: [N:1]1[CH:6]=[CH:5][CH:4]=[C:3]([C:7]2[CH:8]=[C:9]3[C:15]([Sn](C)(C)C)=[N:14][N:13]([CH2:20][O:21][CH2:22][CH2:23][Si:24]([CH3:27])([CH3:26])[CH3:25])[C:10]3=[CH:11][N:12]=2)[CH:2]=1.[Cl:28][C:29]1[N:34]=[C:33](Cl)[CH:32]=[CH:31][N:30]=1>>[Cl:28][C:29]1[N:34]=[C:33]([C:15]2[C:9]3[C:10](=[CH:11][N:12]=[C:7]([C:3]4[CH:2]=[N:1][CH:6]=[CH:5][CH:4]=4)[CH:8]=3)[N:13]([CH2:20][O:21][CH2:22][CH2:23][Si:24]([CH3:27])([CH3:26])[CH3:25])[N:14]=2)[CH:32]=[CH:31][N:30]=1. Reported procedure: Following the Stille coupling procedure of Example 299, 5-(pyridin-3-yl)-1-((2-(trimethylsilyl)ethoxy)methyl)-3-(trimethylstannyl)-1H-pyrazolo[3,4-c]pyridine and 2,4-dichloropyrimidine were reacted. The product was purified via silica gel chromatography using a gradient of ethyl acetate in heptane to afford 60 mg (50%) of 3-(2-Chloropyrimidin-4-yl)-5-(pyridin-3-yl)-1-((2-(trimethylsilyl)ethoxy)methyl)-1H-pyrazolo[3,4-c]pyridine. ESI MS m/z 439.2 (M+1). Starting materials: S(O)(O)(=O)=O (sulfuric acid), ClC=1C=C(N)C=CC1C (3-chloro-4-methylaniline), S(O)(O)(=O)=O (sulfuric acid), N(=O)[O-].[Na+] (sodium nitrite). The solvent is O (water), O (water), O (water). Conditions: temperature 104 celsius, time 1 hour. Yields the product ClC=1C=C(C=CC1C)O (3-chloro-4-methylphenol). As a reaction SMILES: S(=O)(=O)(O)O.[Cl:6][C:7]1[CH:8]=[C:9]([CH:11]=[CH:12][C:13]=1[CH3:14])N.N([O-])=[O:16].[Na+]>O>[Cl:6][C:7]1[CH:8]=[C:9]([OH:16])[CH:11]=[CH:12][C:13]=1[CH3:14] |f:2.3|. Procedure details: 1.3 liters of concentrated sulfuric acid was added to a stirred mixture of 566 g of 3-chloro-4-methylaniline and 3 liters of water. The mixture warmed to 104° C. The mixture was cooled to 10°-15° C. and stirred while a solution of 290 g sodium nitrite in 1 liter of water was added drop-by-drop (over 2 hours). The mixture was stirred for 1 hour at about 10° C., then was added drop-by-drop (over 2 hours) to a stirred solution of 1 liter of concentrated sulfuric acid in 1.5 liters of water, at 110°... The reactants are CC(C)CO, Cc1ccccc1, CC(C)(C)OC(=O)N1CCOc2nc(Cl)ccc2C1, [H-], [Na+], O=C(C=Cc1ccccc1)C=Cc1ccccc1, O=C(C=Cc1ccccc1)C=Cc1ccccc1, O=C(C=Cc1ccccc1)C=Cc1ccccc1, O, [Pd], [Pd], c1ccc(P(c2ccccc2)c2ccc3ccccc3c2-c2c(P(c3ccccc3)c3ccccc3)ccc3ccccc23)cc1. Product: CC(C)COc1ccc2c(n1)OCCN(C(=O)OC(C)(C)C)C2. As a reaction SMILES: [CH2:1]([CH:2]([CH3:3])[CH3:4])[OH:5].[CH3:73][c:74]1[cH:75][cH:76][cH:77][cH:78][cH:79]1.[Cl:8][c:9]1[cH:10][cH:11][c:12]2[c:18]([n:19]1)[O:17][CH2:16][CH2:15][N:14]([C:20](=[O:21])[O:22][C:23]([CH3:24])([CH3:25])[CH3:26])[CH2:13]2.[H-:6].[Na+:7].[O:100]=[C:101]([CH:102]=[CH:103][c:104]1[cH:105][cH:106][cH:107][cH:108][cH:109]1)[CH:110]=[CH:111][c:112]1[cH:113][cH:114][cH:115][cH:116][cH:117]1.[O:118]=[C:119]([CH:120]=[CH:121][c:122]1[cH:123][cH:124][cH:125][cH:126][cH:127]1)[CH:128]=[CH:129][c:130]1[cH:131][cH:132][cH:133][cH:134][cH:135]1.[O:82]=[C:83]([CH:84]=[CH:85][c:86]1[cH:87][cH:88][cH:89][cH:90][cH:91]1)[CH:92]=[CH:93][c:94]1[cH:95][cH:96][cH:97][cH:98][cH:99]1.[OH2:136].[Pd:80].[Pd:81].[cH:27]1[cH:28][cH:29][c:30]([P:31]([c:32]2[cH:33][cH:34][c:35]3[c:36]([cH:37][cH:38][cH:39][cH:40]3)[c:41]2-[c:42]2[c:43]3[c:44]([cH:45][cH:46][cH:47][cH:48]3)[cH:49][cH:50][c:51]2[P:52]([c:53]2[cH:54][cH:55][cH:56][cH:57][cH:58]2)[c:59]2[cH:60][cH:61][cH:62][cH:63][cH:64]2)[c:65]2[cH:66][cH:67][cH:68][cH:69][cH:70]2)[cH:71][cH:72]1>>[CH2:1]([CH:2]([CH3:3])[CH3:4])[O:5][c:9]1[cH:10][cH:11][c:12]2[c:18]([n:19]1)[O:17][CH2:16][CH2:15][N:14]([C:20](=[O:21])[O:22][C:23]([CH3:24])([CH3:25])[CH3:26])[CH2:13]2.